Dataset: the Open Reaction Database (ORD), a public repository of structured organic reaction records. Task: describe an organic reaction: reactants, conditions, products, and yield Reaction conditions: temperature 60 celsius, time 8 hour. Yield: 1.6%. Yields the product C(C)(=O)OC1=CC=C(C=C1)C(O)C (4-acetoxyphenyl methylcarbinol), C(C)(=O)OC1=CC=C(C=C1)CC (4-ethylphenyl acetate), CC(=O)C1=CC=C(C=C1)OC(=O)C (4-acetoxyacetophenone), C(C)C1=CC=CC=C1 (ethylbenzene). Procedure: 12 kg of 4-acetoxyacetophenone and 450 g of Pd/C catalyst (5% Pd on carbon) are charged in a 5-gal stirred reactor. The 4-acetoxyacetophenone is melted before charging in the reactor. After pressure testing with nitrogen, the reactor is charged with hydrogen at 100 psig and the reactor contents are heated to 60° C. After 8 hours, the heat is turned off to stop the reaction. The product analysis by gas chromatography gives 92.3% 4-acetoxyphenyl methylcarbinol, 1.8% 4-ethylphenyl acetate, 0.3% 4-a... Reactants: CC(=O)C1=CC=C(C=C1)OC(=O)C (4-acetoxyacetophenone), CC(=O)C1=CC=C(C=C1)OC(=O)C (4-acetoxyacetophenone), [H][H] (hydrogen). As a reaction SMILES: [CH3:1][C:2]([C:4]1[CH:9]=[CH:8][C:7]([O:10][C:11]([CH3:13])=[O:12])=[CH:6][CH:5]=1)=[O:3].[H][H]>[Pd]>[C:11]([O:10][C:7]1[CH:8]=[CH:9][C:4]([CH:2]([CH3:1])[OH:3])=[CH:5][CH:6]=1)(=[O:12])[CH3:13].[C:11]([O:10][C:7]1[CH:8]=[CH:9][C:4]([CH2:2][CH3:1])=[CH:5][CH:6]=1)(=[O:12])[CH3:13].[CH3:1][C:2]([C:4]1[CH:9]=[CH:8][C:7]([O:10][C:11]([CH3:13])=[O:12])=[CH:6][CH:5]=1)=[O:3].[CH2:2]([C:4]1[CH:9]=[CH:8][CH:7]=[CH:6][CH:5]=1)[CH3:1]. The reagents and catalysts are [Pd] (Pd/C). Reactants: O(C1=CC=CC=C1)CC(=O)Cl (phenoxyacetyl chloride), CN[C@@H]1CCC=2N(C3=CC=CC=C3C2CC(=O)OCCC)C1 (propyl [(7R)-7-(methylamino)-6,7,8,9-tetrahydropyrido[1,2-a]indol-10-yl]acetate). The product is CN([C@@H]1CCC=2N(C3=CC=CC=C3C2CC(=O)O)C1)C(COC1=CC=CC=C1)=O ({(7R)-7-[methyl(phenoxyacetyl)amino]-6,7,8,9-tetrahydropyrido[1,2-a]indol-10-yl}acetic acid). As a reaction SMILES: [O:1]([CH2:8][C:9](Cl)=[O:10])[C:2]1[CH:7]=[CH:6][CH:5]=[CH:4][CH:3]=1.[CH3:12][NH:13][C@H:14]1[CH2:33][N:18]2[C:19]3[C:24]([C:25]([CH2:26][C:27]([O:29]CCC)=[O:28])=[C:17]2[CH2:16][CH2:15]1)=[CH:23][CH:22]=[CH:21][CH:20]=3>>[CH3:12][N:13]([C:9](=[O:10])[CH2:8][O:1][C:2]1[CH:7]=[CH:6][CH:5]=[CH:4][CH:3]=1)[C@H:14]1[CH2:33][N:18]2[C:19]3[C:24]([C:25]([CH2:26][C:27]([OH:29])=[O:28])=[C:17]2[CH2:16][CH2:15]1)=[CH:23][CH:22]=[CH:21][CH:20]=3. Procedure: The title compound was prepared using analogous procedures described in Example 2 (Method B) from phenoxyacetyl chloride and propyl [(7R)-7-(methylamino)-6,7,8,9-tetrahydropyrido[1,2-a]indol-10-yl]acetate. MS (+ESI) m/z: 393. Starting materials: CO, CC(C)N1CCN(c2ccc([N+](=O)[O-])cc2OC(F)F)CC1. Product: CC(C)N1CCN(c2ccc(N)cc2OC(F)F)CC1. RXN SMILES: [CH3:23][OH:24].[F:1][CH:2]([O:3][c:4]1[c:5]([N:13]2[CH2:14][CH2:15][N:16]([CH:19]([CH3:20])[CH3:21])[CH2:17][CH2:18]2)[cH:6][cH:7][c:8]([N+:10]([O-:11])=[O:12])[cH:9]1)[F:22]>>[F:1][CH:2]([O:3][c:4]1[c:5]([N:13]2[CH2:14][CH2:15][N:16]([CH:19]([CH3:20])[CH3:21])[CH2:17][CH2:18]2)[cH:6][cH:7][c:8]([NH2:10])[cH:9]1)[F:22]. Reactants: O=C1NC2=CC(=CC=C2C1)C#N (2-oxoindoline-6-carbonitrile), ClC1=CC=C(C=N1)S(=O)(=O)N1CCN(CC1)CCN(C)C ((2-{4-[(6-chloropyridin-3-yl)sulfonyl]piperazin-1-yl}ethyl)-N,N-dimethylamine). The product is Cl.CN(CCN1CCN(CC1)S(=O)(=O)C=1C=CC(=NC1)C1=C(NC2=CC(=CC=C12)C#N)O)C (3-[5-({4-[2-(Dimethylamino)ethyl]piperazin-1-yl}sulfonyl)pyridin-2-yl]-2-hydroxy-1H-indole-6-carbonitrile hydrochloride). Isolated yield 8.0%. RXN SMILES: [O:1]=[C:2]1[CH2:10][C:9]2[C:4](=[CH:5][C:6]([C:11]#[N:12])=[CH:7][CH:8]=2)[NH:3]1.[Cl:13][C:14]1[N:19]=[CH:18][C:17]([S:20]([N:23]2[CH2:28][CH2:27][N:26]([CH2:29][CH2:30][N:31]([CH3:33])[CH3:32])[CH2:25][CH2:24]2)(=[O:22])=[O:21])=[CH:16][CH:15]=1>>[ClH:13].[CH3:32][N:31]([CH3:33])[CH2:30][CH2:29][N:26]1[CH2:27][CH2:28][N:23]([S:20]([C:17]2[CH:16]=[CH:15][C:14]([C:10]3[C:9]4[C:4](=[CH:5][C:6]([C:11]#[N:12])=[CH:7][CH:8]=4)[NH:3][C:2]=3[OH:1])=[N:19][CH:18]=2)(=[O:21])=[O:22])[CH2:24][CH2:25]1 |f:2.3|. Reported procedure: Starting materials: 2-oxoindoline-6-carbonitrile (added at 5-10° C.) and (2-{4-[(6-chloropyridin-3-yl)sulfonyl]piperazin-1-yl}ethyl)-N,N-dimethylamine. Yield: 8%: 1H NMR (D2O, 400 MHz) δ 8.19 (s, 1H), 7.74 (d, J=9 Hz, 1H), 7.28 (d, J=9 Hz, 1H), 7.20 (s, 1H), 7.03 (s, 1H), 3.43 (t, J=7 Hz, 2H), 3.34 (m, 4H), 3.20 (t, J=7 Hz, 2H), 3.09 (m, 4H), 2.90 (s, 6H); MS (ES) m/z 455 (M++1). The reactants are ClC1=CC=C2CCC(C2=C1Cl)=O (6,7-dichloro-1-indanone), ClC1=C(C=CC=C1Cl)CCC(=O)O (3-(2,3-dichlorophenyl)propionic acid), S(=O)(Cl)Cl (thionyl chloride), [Cl-].[Al+3].[Cl-].[Cl-] (aluminium chloride). Solvent: ClCCl (dichloromethane). Product: ClC1=C2CCC(C2=CC=C1Cl)=O (4,5-dichloro-1-indanone). Reaction SMILES: ClC1C(Cl)=C2C(CCC2=O)=CC=1.[Cl:13][C:14]1[C:19]([Cl:20])=[CH:18][CH:17]=[CH:16][C:15]=1[CH2:21][CH2:22][C:23]([OH:25])=O.S(Cl)(Cl)=O.[Cl-].[Al+3].[Cl-].[Cl-]>ClCCl>[Cl:13][C:14]1[C:19]([Cl:20])=[CH:18][CH:17]=[C:16]2[C:15]=1[CH2:21][CH2:22][C:23]2=[O:25] |f:3.4.5.6|. Procedure: The 4,5-dichloro-1-indanone is prepared as in Example 15 for the preparation of 6,7-dichloro-1-indanone but star6ing with 26 g of 3-(2,3-dichlorophenyl)propionic acid, 138 ml of thionyl chloride, 550 ml of anhydrous dichloromethane and 20.5 g of aluminium chloride. After recrystallization from 100 ml of boiling ethanol, 12.67 g of 4,5-dichloro-1-indanone are thus obtained which melt at 78° C.